The task is: describe an organic reaction: reactants, conditions, products, and yield. This data is from the Open Reaction Database (ORD), a public repository of structured organic reaction records. Reactants: [BH3-]C#N, C=O, CCOC(=O)CCc1ccc(Oc2ccc(NCc3ccc(C(F)(F)F)cc3)cn2)c(OC)c1, CC(=O)O, CO, [Na+], O. Yields the product CCOC(=O)CCc1ccc(Oc2ccc(N(C)Cc3ccc(C(F)(F)F)cc3)cn2)c(OC)c1. Reaction SMILES: [C:41]([BH3-:42])#[N:43].[CH2:35]=[O:36].[CH3:1][O:2][c:3]1[cH:4][c:5]([CH2:28][CH2:29][C:30](=[O:31])[O:32][CH2:33][CH3:34])[cH:6][cH:7][c:8]1[O:9][c:10]1[n:11][cH:12][c:13]([NH:16][CH2:17][c:18]2[cH:19][cH:20][c:21]([C:24]([F:25])([F:26])[F:27])[cH:22][cH:23]2)[cH:14][cH:15]1.[CH3:37][C:38](=[O:39])[OH:40].[CH3:45][OH:46].[Na+:44].[OH2:47]>>[CH3:1][O:2][c:3]1[cH:4][c:5]([CH2:28][CH2:29][C:30](=[O:31])[O:32][CH2:33][CH3:34])[cH:6][cH:7][c:8]1[O:9][c:10]1[n:11][cH:12][c:13]([N:16]([CH2:17][c:18]2[cH:19][cH:20][c:21]([C:24]([F:25])([F:26])[F:27])[cH:22][cH:23]2)[CH3:37])[cH:14][cH:15]1. The reactants are [H-].[Na+] (NaH), N1N=CC=2C1=NC=NC2N (1H-pyrazolo[3,4-d]pyrimidin-4-ylamine), C1(=CC=CC=C1)C=1C2=C(SC1COS(=O)(=O)C)C=CC=C2 (methanesulfonic acid 3-phenylbenzo[b]thiophen-2-ylmethyl ester). Solvent: CN(C)C=O (DMF), CN(C)C=O (DMF). Conditions: time 30 minute. Yields the product C1(=CC=CC=C1)C=1C2=C(SC1CN1N=CC=3C1=NC=NC3N)C=CC=C2 (1-((3-phenylbenzo[b]thiophen-2-yl)methyl)-1H-pyrazolo[3,4-d]pyrimidin-4-amine). Reaction SMILES: [H-].[Na+].[NH:3]1[C:7]2=[N:8][CH:9]=[N:10][C:11]([NH2:12])=[C:6]2[CH:5]=[N:4]1.[C:13]1([C:19]2[C:20]3[CH:33]=[CH:32][CH:31]=[CH:30][C:21]=3[S:22][C:23]=2[CH2:24]OS(C)(=O)=O)[CH:18]=[CH:17][CH:16]=[CH:15][CH:14]=1>CN(C=O)C>[C:13]1([C:19]2[C:20]3[CH:33]=[CH:32][CH:31]=[CH:30][C:21]=3[S:22][C:23]=2[CH2:24][N:3]2[C:7]3=[N:8][CH:9]=[N:10][C:11]([NH2:12])=[C:6]3[CH:5]=[N:4]2)[CH:14]=[CH:15][CH:16]=[CH:17][CH:18]=1 |f:0.1|. Procedure details: NaH (60% in mineral oil, 13 mg, 0.314 mmol) was added in one portion to a mixture of 1H-pyrazolo[3,4-d]pyrimidin-4-ylamine (42 mg, 0.314 mmol) in DMF (5 mL) at RT. After 5 min stirring a solution of methanesulfonic acid 3-phenylbenzo[b]thiophen-2-ylmethyl ester from Example 26 (100 mg, 0.314 mmol) in DMF (1 mL) was added dropwise and stirring at RT was continued for 30 min. The reaction mixture was then quenched by addition of water and diluted with EtOAc. The aqueous phase was further extracted... Reaction SMILES: CC(C)([O-])C.[K+].[CH3:7][C:8]1[C:9]([C:18]([O:20]CC)=O)=[N:10][C:11]2[C:16]([N:17]=1)=[CH:15][CH:14]=[CH:13][CH:12]=2.[C:23](#[N:25])[CH3:24].O>C1(C)C=CC=CC=1>[CH3:7][C:8]1[C:9]([C:18](=[O:20])[CH2:24][C:23]#[N:25])=[N:10][C:11]2[C:16]([N:17]=1)=[CH:15][CH:14]=[CH:13][CH:12]=2 |f:0.1|. The solvent is C1(=CC=CC=C1)C (toluene), C1(=CC=CC=C1)C (toluene). Yields the product CC=1C(=NC2=CC=CC=C2N1)C(CC#N)=O (3-(3-methylquinoxalin-2-yl)-3-oxopropanenitrile). The reactants are O (water), CC(C)([O-])C.[K+] (potassium tert-butoxide), CC=1C(=NC2=CC=CC=C2N1)C(=O)OCC (ethyl 3-methylquinoxaline-2-carboxylate), C(C)#N (acetonitrile). Procedure: To a suspension of potassium tert-butoxide (72.7 g, 647 mmol) in toluene (810 mL) was added a solution of ethyl 3-methylquinoxaline-2-carboxylate (70.0 g, 324 mmol) and acetonitrile (38.3 mL, 809 mmol) in toluene (270 mL) dropwise over 50 min at 5° C. After being stirred for 5 min at 0° C., water (585 mL) was added. The organic layer was extracted with water (100 mL) and the aqueous layer was combined and acidified to pH 3-4 with 10% aqueous hydrochloric acid. The resulting precipitate was colle... Conditions: temperature 0 celsius, time 5 minute. The reactants are [O-][I+3]([O-])([O-])[O-], C=Cc1nc2c(N)ncnc2n1-c1ccc(NC(=O)Nc2ccc(Cl)c(C(F)(F)F)c2)cc1, [Na+], C1CCOC1, O, O=[Os](=O)(=O)=O. The product is Nc1ncnc2c1nc(C=O)n2-c1ccc(NC(=O)Nc2ccc(Cl)c(C(F)(F)F)c2)cc1. Reaction SMILES: [I+3:34]([O-:35])([O-:36])([O-:37])[O-:38].[NH2:1][c:2]1[c:3]2[n:4][c:5]([CH:32]=[CH2:33])[n:6](-[c:11]3[cH:12][cH:13][c:14]([NH:17][C:18](=[O:19])[NH:20][c:21]4[cH:22][c:23]([C:28]([F:29])([F:30])[F:31])[c:24]([Cl:27])[cH:25][cH:26]4)[cH:15][cH:16]3)[c:7]2[n:8][cH:9][n:10]1.[Na+:39].[O:40]1[CH2:41][CH2:42][CH2:43][CH2:44]1.[OH2:45].[Os:46](=[O:47])(=[O:48])(=[O:49])=[O:50]>>[NH2:1][c:2]1[c:3]2[n:4][c:5]([CH:32]=[O:35])[n:6](-[c:11]3[cH:12][cH:13][c:14]([NH:17][C:18](=[O:19])[NH:20][c:21]4[cH:22][c:23]([C:28]([F:29])([F:30])[F:31])[c:24]([Cl:27])[cH:25][cH:26]4)[cH:15][cH:16]3)[c:7]2[n:8][cH:9][n:10]1. RXN SMILES: C([N:4]1[C:12]2[C:7](=[CH:8][CH:9]=[C:10]([C:13]([O:15][CH3:16])=[O:14])[CH:11]=2)[C:6](=[C:17](OCC)[C:18]2[CH:23]=[CH:22][CH:21]=[CH:20][CH:19]=2)[C:5]1=[O:27])(=O)C.[CH2:28]([N:35]([CH2:37][CH2:38][C:39]([N:41]([CH3:49])[C:42]1[CH:47]=[CH:46][C:45]([NH2:48])=[CH:44][CH:43]=1)=[O:40])[CH3:36])[C:29]1[CH:34]=[CH:33][CH:32]=[CH:31][CH:30]=1>>[CH2:28]([N:35]([CH2:37][CH2:38][C:39]([N:41]([C:42]1[CH:43]=[CH:44][C:45]([NH:48]/[C:17](=[C:6]2\[C:5](=[O:27])[NH:4][C:12]3[C:7]\2=[CH:8][CH:9]=[C:10]([C:13]([O:15][CH3:16])=[O:14])[CH:11]=3)/[C:18]2[CH:23]=[CH:22][CH:21]=[CH:20][CH:19]=2)=[CH:46][CH:47]=1)[CH3:49])=[O:40])[CH3:36])[C:29]1[CH:30]=[CH:31][CH:32]=[CH:33][CH:34]=1. Yields the product C(C1=CC=CC=C1)N(C)CCC(=O)N(C)C1=CC=C(N\C(\C2=CC=CC=C2)=C\2/C(NC3=CC(=CC=C23)C(=O)OC)=O)C=C1 (3-Z-[1-(4-(N-((2-(N-benzyl-N-methyl-amino)-ethyl)-carbonyl)-N-methyl-amino)-anilino)-1-phenyl-methylene]-6-methoxycarbonyl-2-indolinone). Starting materials: C(C)(=O)N1C(C(C2=CC=C(C=C12)C(=O)OC)=C(C1=CC=CC=C1)OCC)=O (1-acetyl-3-(1-ethoxy-1-phenylmethylene)-6-methoxycarbonyl-2-indolinone), C(C1=CC=CC=C1)N(C)CCC(=O)N(C1=CC=C(C=C1)N)C (N-((2-(N-benzyl-N-methyl-amino)-ethyl)-carbonyl)-N-methyl-p-phenylenediamine). Reported procedure: Prepared from 1-acetyl-3-(1-ethoxy-1-phenylmethylene)-6-methoxycarbonyl-2-indolinone and N-((2-(N-benzyl-N-methyl-amino)-ethyl)-carbonyl)-N-methyl-p-phenylenediamine Rf value: 0.4 (silica gel, methylene chloride/methanol=10:1) C35H34N4O4 Yield: 63.4%. As a reaction SMILES: C([O:3][C:4](=[O:26])[CH2:5][O:6][N:7]=[C:8]1[C:20]2[C:15](=[N:16][C:17]([C:23](=[O:25])[NH2:24])=[C:18]([C:21]#[N:22])[N:19]=2)[C:14]2[CH:13]=[CH:12][CH:11]=[CH:10][C:9]1=2)C.O[Li].O.Cl>C1COCC1.O>[C:23]([C:17]1[N:16]=[C:15]2[C:14]3[CH:13]=[CH:12][CH:11]=[CH:10][C:9]=3[C:8](=[N:7][O:6][CH2:5][C:4]([OH:26])=[O:3])[C:20]2=[N:19][C:18]=1[C:21]#[N:22])(=[O:25])[NH2:24] |f:1.2,4.5|. Procedure: To a solution of 37 (70 mg, 0.2 mmol) in THF/H2O (1:1, 15 ml) LiOH.H2O (41 mg, 1.0 mmol) was added and the mixture was stirred at room temperature. After 2 h 2N HCl was added up to pH=5. The solvent was removed under reduced pressure and the crude was purified by flash chromatography (CH2Cl2/MeOH/AcOH 90:10:1) affording 38 (41 mg, 63%) as yellow solid. ESI+MS: calcd for C15H9N5O4: 323.27; found: 324.3 (MH+). Run in C1CCOC1.O (THF H2O). Yields the product C(N)(=O)C1=C(N=C2C(=N1)C=1C=CC=CC1C2=NOCC(=O)O)C#N ((3-carbamoyl-2-cyano-indeno[1,2-b]pyrazin-9-ylideneaminooxy)-acetic acid). Reactants: C(C)OC(CON=C1C=2C=CC=CC2C2=NC(=C(N=C21)C#N)C(N)=O)=O ((3-carbamoyl-2-cyano-indeno[1,2-b]pyrazin-9-ylideneaminooxy)-acetic acid ethyl ester), O[Li].O (LiOH.H2O), Cl (HCl).